Dataset: the Open Reaction Database (ORD), a public repository of structured organic reaction records. Task: describe an organic reaction: reactants, conditions, products, and yield Reactants: [Al], CO, Oc1cccc(C(O)C(Cl)(Cl)Cl)c1, Br[Pb]Br. Yields the product Oc1cccc(C=C(Cl)Cl)c1. Reaction SMILES: [Al:1].[CH3:18][OH:19].[Cl:5][C:6]([CH:7]([c:9]1[cH:10][c:11]([OH:15])[cH:12][cH:13][cH:14]1)[OH:17])([Cl:8])[Cl:16].[Pb:2]([Br:3])[Br:4]>>[Cl:5][C:6](=[CH:7][c:9]1[cH:10][c:11]([OH:15])[cH:12][cH:13][cH:14]1)[Cl:16]. RXN SMILES: O.O.O.O.O.[Si:6]([O-:10])([O-:9])([O-:8])[O-:7].[Na+:11].[Na+].[Na+].[Na+].CC=CCCl.NCCNCCNCCNCCN>O>[Si:6]([O-:10])([O-:9])([O-:8])[O-:7].[Na+:11].[Na+:11].[Na+:11].[Na+:11] |f:0.1.2.3.4.5.6.7.8.9,13.14.15.16.17|. Procedure details: One mol of sodium silicate pentahydrate, one mol of methyl allyl chloride, one mol of tetraethylenepentamine and 300% by weight of water, percentage based on weight of the reactants, are mixed; 1.5 mols of dihalohydrin are slowly added while agitating and keeping the temperature below 70° C. for 10 to 60 minutes thereby producing a water soluble resinous product and sodium silicate. This aqueous solution may be diluted with water and used as an adhesive and to improve wet strangth. The paper is ... Reactants: O.O.O.O.O.[Si]([O-])([O-])([O-])[O-].[Na+].[Na+].[Na+].[Na+] (sodium silicate pentahydrate), CC=CCCl (methyl allyl chloride), NCCNCCNCCNCCN (tetraethylenepentamine). The product is [Si]([O-])([O-])([O-])[O-].[Na+].[Na+].[Na+].[Na+] (sodium silicate). Solvent: O (water), O (water).